From a dataset of the Open Reaction Database (ORD), a public repository of structured organic reaction records. describe an organic reaction: reactants, conditions, products, and yield The reactants are NC(CC)C=1C(NC(=NN1)C1CCCC1)=O (6-(1-aminopropyl)-3-cyclopentyl-1,2,4-triazin-5(4H)-one), CC(C(=O)O)(CC)C (2,2-dimethylbutanoic acid). Product: C1(CCCC1)C1=NN=C(C(N1)=O)C(CC)NC(C(CC)(C)C)=O (N-[1-(3-Cyclopentyl-5-oxo-4,5-dihydro-1,2,4-triazin-6-yl)propyl]-2,2-dimethylbutanamide). Reaction SMILES: [NH2:1][CH:2]([C:5]1[C:6](=[O:16])[NH:7][C:8]([CH:11]2[CH2:15][CH2:14][CH2:13][CH2:12]2)=[N:9][N:10]=1)[CH2:3][CH3:4].[CH3:17][C:18]([CH3:24])([CH2:22][CH3:23])[C:19](O)=[O:20]>>[CH:11]1([C:8]2[NH:7][C:6](=[O:16])[C:5]([CH:2]([NH:1][C:19](=[O:20])[C:18]([CH3:24])([CH3:17])[CH2:22][CH3:23])[CH2:3][CH3:4])=[N:10][N:9]=2)[CH2:15][CH2:14][CH2:13][CH2:12]1. Procedure: In analogy to the procedure for Example 58A, 150 mg (0.67 mmol) 6-(1-aminopropyl)-3-cyclopentyl-1,2,4-triazin-5(4H)-one, 78 mg (0.67 mmol) 2,2-dimethylbutanoic acid and proportionate amounts of the other reagents are used. The crude product is used in the next step without further purification. Starting materials: COc1ccc2[nH]cc(CCNC(=O)CCc3ccc(C(F)(F)F)cc3)c2c1, CC#N, O, O=P(Cl)(Cl)Cl. The product is COc1ccc2[nH]c3c(c2c1)CCN=C3CCc1ccc(C(F)(F)F)cc1. Reaction SMILES: [CH3:1][O:2][c:3]1[cH:4][c:5]2[c:6]([CH2:12][CH2:13][NH:14][C:15]([CH2:16][CH2:17][c:18]3[cH:19][cH:20][c:21]([C:24]([F:25])([F:26])[F:27])[cH:22][cH:23]3)=[O:28])[cH:7][nH:8][c:9]2[cH:10][cH:11]1.[CH3:35][C:36]#[N:37].[OH2:34].[P:29]([Cl:30])([Cl:31])([Cl:32])=[O:33]>>[CH3:1][O:2][c:3]1[cH:4][c:5]2[c:6]3[c:7]([nH:8][c:9]2[cH:10][cH:11]1)[C:15]([CH2:16][CH2:17][c:18]1[cH:19][cH:20][c:21]([C:24]([F:25])([F:26])[F:27])[cH:22][cH:23]1)=[N:14][CH2:13][CH2:12]3.